This data is from the Open Reaction Database (ORD), a public repository of structured organic reaction records. The task is: describe an organic reaction: reactants, conditions, products, and yield Reactants: CCO, O=CC=Cc1ccccc1, NC1CCOc2ccccc21. Yields the product C(=Cc1ccccc1)C=NC1CCOc2ccccc21. RXN SMILES: [CH3:22][CH2:23][OH:24].[O:12]=[CH:13][CH:14]=[CH:15][c:16]1[cH:17][cH:18][cH:19][cH:20][cH:21]1.[O:1]1[CH2:2][CH2:3][CH:4]([NH2:11])[c:5]2[cH:6][cH:7][cH:8][cH:9][c:10]21>>[O:1]1[CH2:2][CH2:3][CH:4]([N:11]=[CH:13][CH:14]=[CH:15][c:16]2[cH:17][cH:18][cH:19][cH:20][cH:21]2)[c:5]2[cH:6][cH:7][cH:8][cH:9][c:10]21. The reactants are C(C=C)(=O)OC(CC)(C)C (methyl-2-isobutyl acrylate), COP(=O)(CC(CC(C)C)C(=O)OC)C(C)NC(=O)OCC1=CC=CC=C1 (methyl-1-benzyloxycarbonylaminoethyl-[2-carbomethoxy-4-methyl-1-n-pentyl]phosphinate). Product: NC(C)P(O)(=O)CC(CC(C)C)C(=O)O (1-Aminoethyl-[2-carboxy-4-methyl-1-n-pentyl]phosphinic acid). RXN SMILES: C(OC(C)(C)CC)(=O)C=C.C[O:12][P:13]([CH:25]([NH:27]C(OCC1C=CC=CC=1)=O)[CH3:26])([CH2:15][CH:16]([C:21]([O:23]C)=[O:22])[CH2:17][CH:18]([CH3:20])[CH3:19])=[O:14]>>[NH2:27][CH:25]([P:13]([CH2:15][CH:16]([C:21]([OH:23])=[O:22])[CH2:17][CH:18]([CH3:19])[CH3:20])(=[O:12])[OH:14])[CH3:26]. Reported procedure: By methods outlined in Example 2 and using methyl-2-isobutyl acrylate was made methyl-1-benzyloxycarbonylaminoethyl-[2-carbomethoxy-4-methyl-1-n-pentyl]phosphinate. NMR (D2O) 1.9 (overlapping d, 6H); 1.5-3.2 (m, 9H); 4.6 (d, 3H); 3.8-4.3 (m, 1H); 5.1 (s, 2H); 5.5 (d, 0.05H); 5.9 (d, 0.5H); 7.2 (s, 5H). The product is ClC=1C=C2C=3C(=CN=CC3NC2=C(C1)N)F (6-chloro-4-fluoro-9H-β-carbolin-8-ylamine). Starting materials: Sulfated platinum, ClC=1C=C2C=3C(=CN=CC3NC2=C(C1)[N+](=O)[O-])F (6-chloro-4-fluoro-8-nitro-9H-β-carboline), C(=O)[O-].[NH4+] (ammonium formate), C([O-])(O)=O.[Na+] (sodium bicarbonate), [Cl-].[Na+] (sodium chloride). Reported procedure: Sulfated platinum (˜0.1 eq, 1 g) was added to a suspension of 6-chloro-4-fluoro-8-nitro-9H-β-carboline (1.0 eq, 35 mmol, 9.3 g) and ammonium formate (3.0 eq, 105 mmol, 6.6 g) in ethanol (175 mL) and the resulting mixture heated at 75° C. for 4 h. After cooling to RT the mixture was filtered through a short plug of Celite® washing with copious amounts of methanol, and then the filtrate concentrated in vacuo to afford a beige solid. The solid was suspended in the minimum volume of methanol and add... Run at temperature 75 celsius, time 15 minute. As a reaction SMILES: [Cl:1][C:2]1[CH:3]=[C:4]2[C:12](=[C:13]([N+:15]([O-])=O)[CH:14]=1)[NH:11][C:10]1[CH:9]=[N:8][CH:7]=[C:6]([F:18])[C:5]2=1.C([O-])=O.[NH4+].C(=O)(O)[O-].[Na+].[Cl-].[Na+]>C(O)C.CO>[Cl:1][C:2]1[CH:3]=[C:4]2[C:12](=[C:13]([NH2:15])[CH:14]=1)[NH:11][C:10]1[CH:9]=[N:8][CH:7]=[C:6]([F:18])[C:5]2=1 |f:1.2,3.4,5.6|. Yield: 70.3%. Run in C(C)O (ethanol), CO (methanol). The reactants are Cl (hydrochloric acid), CC1=C(C(C#N)=C(C=C1)C)N (3,6-dimethylanthranilonitrile), CC1(CC(=O)CC(=O)C1)C (dimedone). Run in C1CCOC1 (THF). Reaction conditions: time 14 hour. The product is Cl.CC1(CC(C=C(C1)NC1=C(C#N)C(=CC=C1C)C)=O)C (2-[(5,5-dimethyl-3-oxocyclohex-1-enyl)amino]-3,6-dimethyl-benzonitrile hydrochloride). RXN SMILES: [ClH:1].[CH3:2][C:3]1[CH:10]=[CH:9][C:8]([CH3:11])=[C:5]([C:6]#[N:7])[C:4]=1[NH2:12].[CH3:13][C:14]1([CH3:22])[CH2:21][C:19](=O)[CH2:18][C:16](=[O:17])[CH2:15]1>C1COCC1>[ClH:1].[CH3:13][C:14]1([CH3:22])[CH2:21][C:19]([NH:12][C:4]2[C:3]([CH3:2])=[CH:10][CH:9]=[C:8]([CH3:11])[C:5]=2[C:6]#[N:7])=[CH:18][C:16](=[O:17])[CH2:15]1 |f:4.5|. Procedure details: 6 ml of concentrated hydrochloric acid were added to a solution of 5.84 g (0.04 mol) of 3,6-dimethylanthranilonitrile (Ib) in 80 ml of THF with stirring, after 15 min 5.6 g (0.04 mol) of dimedone (II) were added, the mixture was heated under reflux with stirring for 14 h, the precipitate was filtered off, washed with acetone and dried. The mother liquor was concentrated to 1/4 of the initial volume, the precipitate was filtered off, washed with acetone and dried. Precipitates were combined to gi... Starting materials: C(C)(C)(C)OC(C[C@H](CC(CCC)(C)C)C(=O)N1C(O[C@@H]([C@@H]1C)C1=CC=CC=C1)=O)=O (5,5-Dimethyl-(S)-3-((R)-4-methyl-2-oxo-(S)-5-phenyl-oxazolidine-3-carbonyl)-octanoic acid tert-butyl ester), C(C)(C)(C)OC(CBr)=O (bromo-acetic acid tert-butyl ester), CC(CCC(=O)N1C(OC(C1C)C1=CC=CC=C1)=O)(CCC)C (3-(4,4-dimethyl-heptanoyl)-4-methyl-5-phenyl-oxazolidin-2-one), C[Si](C)(C)[N-][Si](C)(C)C.[Na+] (NaHMDS). Product: CC(CCC(=O)N1C(O[C@@H]([C@@H]1C)C1=CC=CC=C1)=O)(CCC)C (3-(4,4-Dimethyl-heptanoyl)-(R)-4-methyl-(S)-5-phenyl-oxazolidin-2-one). Yield: 49.3%. As a reaction SMILES: C(OC(=O)C[C@@H:8]([C:16]([N:18]1[C@@H:22]([CH3:23])[C@@H:21]([C:24]2[CH:29]=[CH:28][CH:27]=[CH:26][CH:25]=2)[O:20][C:19]1=[O:30])=[O:17])[CH2:9][C:10]([CH3:15])([CH3:14])[CH2:11][CH2:12][CH3:13])(C)(C)C.CC(C)(CCC)CCC(N1C(C)C(C2C=CC=CC=2)OC1=O)=O.C[Si]([N-][Si](C)(C)C)(C)C.[Na+].C(OC(=O)CBr)(C)(C)C>>[CH3:15][C:10]([CH3:14])([CH2:11][CH2:12][CH3:13])[CH2:9][CH2:8][C:16]([N:18]1[C@@H:22]([CH3:23])[C@@H:21]([C:24]2[CH:25]=[CH:26][CH:27]=[CH:28][CH:29]=2)[O:20][C:19]1=[O:30])=[O:17] |f:2.3|. Procedure: A solution of 4,4-dimethyl-heptanoic acid (1.58 g, 10 mmol) and triethylamine (4.6 mL) in 50 mL THF was cooled to 0° C. and treated with 2,2-dimethyl-propionyl chloride (1.36 mL). After one hour, 4R-methyl-5S-phenyl-oxazolidin-2-one (1.95 g, 11 mmol) and lithium chloride (0.47 g, 11 mmol) was added and the mixture was stirred for 18 hours. The precipitate was filtered and washed thoroughly with additional THF. The filtrate was concentrated in vacuo to give an oily solid. This solid was dissolved... The reactants are CC(C)(C)Cn1c(CBr)cc2cnc(C#N)nc21, O=C([O-])[O-], CN(C)CCOc1ccc(C2CCNCC2)cc1, CC(C)=O, Cl, Cl, [K+], [K+]. Product: CN(C)CCOc1ccc(C2CCN(Cc3cc4cnc(C#N)nc4n3CC(C)(C)C)CC2)cc1. RXN SMILES: [Br:1][CH2:2][c:3]1[cH:4][c:5]2[c:6]([n:7][c:8]([C:11]#[N:12])[n:9][cH:10]2)[n:13]1[CH2:14][C:15]([CH3:16])([CH3:17])[CH3:18].[C:39](=[O:40])([O-:41])[O-:42].[CH3:21][N:22]([CH2:23][CH2:24][O:25][c:26]1[cH:27][cH:28][c:29]([CH:32]2[CH2:33][CH2:34][NH:35][CH2:36][CH2:37]2)[cH:30][cH:31]1)[CH3:38].[CH3:45][C:46](=[O:47])[CH3:48].[ClH:19].[ClH:20].[K+:43].[K+:44]>>[CH2:2]([c:3]1[cH:4][c:5]2[c:6]([n:7][c:8]([C:11]#[N:12])[n:9][cH:10]2)[n:13]1[CH2:14][C:15]([CH3:16])([CH3:17])[CH3:18])[N:35]1[CH2:34][CH2:33][CH:32]([c:29]2[cH:28][cH:27][c:26]([O:25][CH2:24][CH2:23][N:22]([CH3:21])[CH3:38])[cH:31][cH:30]2)[CH2:37][CH2:36]1.